Dataset: the Open Reaction Database (ORD), a public repository of structured organic reaction records. Task: describe an organic reaction: reactants, conditions, products, and yield The reactants are C(CCCCCCC)N1C=CC2=C(C(=C(C(=C12)NC(C(C)(C)C)=O)C)CC(=O)OCC)C (N-(1-Octyl-5-ethoxycarbonylmethyl-4,6-dimethylindol-7-yl)-2,2-dimethylpropanamide), [OH-].[Na+] (NaOH). The solvent is CCO (EtOH), O (water). Run at temperature 60 celsius, time 1 hour. Product: C(CCCCCCC)N1C=CC2=C(C(=C(C(=C12)NC(C(C)(C)C)=O)C)CC(=O)O)C (N-(1-Octyl-5-carboxymethyl-4,6-dimethylindol-7-yl)-2,2-dimethylpropanamide). The yield is 61.0%. RXN SMILES: [CH2:1]([N:9]1[C:17]2[C:12](=[C:13]([CH3:32])[C:14]([CH2:26][C:27]([O:29]CC)=[O:28])=[C:15]([CH3:25])[C:16]=2[NH:18][C:19](=[O:24])[C:20]([CH3:23])([CH3:22])[CH3:21])[CH:11]=[CH:10]1)[CH2:2][CH2:3][CH2:4][CH2:5][CH2:6][CH2:7][CH3:8].[OH-].[Na+]>CCO.O>[CH2:1]([N:9]1[C:17]2[C:12](=[C:13]([CH3:32])[C:14]([CH2:26][C:27]([OH:29])=[O:28])=[C:15]([CH3:25])[C:16]=2[NH:18][C:19](=[O:24])[C:20]([CH3:21])([CH3:22])[CH3:23])[CH:11]=[CH:10]1)[CH2:2][CH2:3][CH2:4][CH2:5][CH2:6][CH2:7][CH3:8] |f:1.2|. Procedure details: N-(1-Octyl-5-ethoxycarbonylmethyl-4,6-dimethylindol-7-yl)-2,2-dimethylpropanamide (3.5 g) was dissolved in EtOH (50 ml), and a solution of NaOH (1.6 g) in water (20 ml) was added, which was followed by stirring at 60° C. for 1 hr. EtOH was evaporated under reduced pressure, and the residue was dissolved in water (20 ml), and washed with AcOEt (10 ml). The aqueous layer was neutralized with 2N HCl and extracted with AcOEt (50 ml). The AcOEt layer was washed successively with saturated brine and d... The reactants are CO, CC(C)(C)C(=O)COc1ccc(CNC(=O)C(F)(F)F)cc1, [Na+], [OH-]. Product: CC(C)(C)C(=O)COc1ccc(CN)cc1. RXN SMILES: [CH3:25][OH:26].[CH3:3][C:4]([C:5]([CH2:6][O:7][c:8]1[cH:9][cH:10][c:11]([CH2:12][NH:13][C:14](=[O:15])[C:16]([F:17])([F:18])[F:19])[cH:20][cH:21]1)=[O:22])([CH3:23])[CH3:24].[Na+:2].[OH-:1]>>[CH3:3][C:4]([C:5]([CH2:6][O:7][c:8]1[cH:9][cH:10][c:11]([CH2:12][NH2:13])[cH:20][cH:21]1)=[O:22])([CH3:23])[CH3:24]. The reactants are [OH-].[Na+] (sodium hydroxide), FC(NC(=O)N(O)C1=CC(=CC=C1)C)(F)F (1-Trifluoromethyl-3-(3'-methylphenyl)-3-hydroxyurea), ClC(=O)OCC (Ethyl chloroformate). The solvent is O1CCOCC1 (dioxane). Product: CC=1C=C(C=CC1)N1OC(N(C1=O)C(F)(F)F)=O (2-(3'-methylphenyl)-4-trifluoromethyl-1,2,4-oxadiazolidine-3,5-dione). Reaction SMILES: [F:1][C:2]([F:16])([F:15])[NH:3][C:4]([N:6]([C:8]1[CH:13]=[CH:12][CH:11]=[C:10]([CH3:14])[CH:9]=1)[OH:7])=[O:5].[OH-].[Na+].Cl[C:20](OCC)=[O:21]>O1CCOCC1>[CH3:14][C:10]1[CH:9]=[C:8]([N:6]2[C:4](=[O:5])[N:3]([C:2]([F:15])([F:16])[F:1])[C:20](=[O:21])[O:7]2)[CH:13]=[CH:12][CH:11]=1 |f:1.2|. Procedure: 1-Trifluoromethyl-3-(3'-methylphenyl)-3-hydroxyurea (11.7 grams; 0.05 mol) is dissolved in dioxane (75 ml) and mixed with 2N aqueous sodium hydroxide (30 ml). Ethyl chloroformate (5.7 ml; 0.06 mol) is then added dropwise to the mixture with stirring, resulting in the formation of a precipitate. The precipitate is recovered by filtration, is washed and dried to yield 2-(3'-methylphenyl)-4-trifluoromethyl-1,2,4-oxadiazolidine-3,5-dione. The reactants are C, ClCCl, COc1cccc2c1nc(C(F)F)n2-c1nc(N2CCOCC2)nc(N(CCCN2CCOCC2)C2CCNCC2)n1, O=S(=O)(Cl)Cl. Yields the product COc1cccc2c1nc(C(F)F)n2-c1nc(N2CCOCC2)nc(N(CCCN2CCOCC2)C2CCN(S(C)(=O)=O)CC2)n1. Reaction SMILES: [CH4:48].[Cl:49][CH2:50][Cl:51].[F:1][CH:2]([c:3]1[n:4][c:5]2[c:6]([n:7]1-[c:8]1[n:9][c:10]([N:20]([CH:21]3[CH2:22][CH2:23][NH:24][CH2:25][CH2:26]3)[CH2:27][CH2:28][CH2:29][N:30]3[CH2:31][CH2:32][O:33][CH2:34][CH2:35]3)[n:11][c:12]([N:14]3[CH2:15][CH2:16][O:17][CH2:18][CH2:19]3)[n:13]1)[cH:36][cH:37][cH:38][c:39]2[O:40][CH3:41])[F:42].[S:43](=[O:44])(=[O:45])([Cl:46])[Cl:47]>>[F:1][CH:2]([c:3]1[n:4][c:5]2[c:6]([n:7]1-[c:8]1[n:9][c:10]([N:20]([CH:21]3[CH2:22][CH2:23][N:24]([S:43](=[O:44])(=[O:45])[CH3:48])[CH2:25][CH2:26]3)[CH2:27][CH2:28][CH2:29][N:30]3[CH2:31][CH2:32][O:33][CH2:34][CH2:35]3)[n:11][c:12]([N:14]3[CH2:15][CH2:16][O:17][CH2:18][CH2:19]3)[n:13]1)[cH:36][cH:37][cH:38][c:39]2[O:40][CH3:41])[F:42]. Reactants: FC(F)(F)c1ccc(-c2cc(C(F)(F)F)nc(Cl)n2)cc1, c1cc(-c2nc[nH]n2)ccn1. Yields the product FC(F)(F)c1ccc(-c2cc(C(F)(F)F)nc(-n3cnc(-c4ccncc4)n3)n2)cc1. As a reaction SMILES: [Cl:1][c:2]1[n:3][c:4](-[c:12]2[cH:13][cH:14][c:15]([C:18]([F:19])([F:20])[F:21])[cH:16][cH:17]2)[cH:5][c:6]([C:8]([F:9])([F:10])[F:11])[n:7]1.[nH:22]1[n:23][c:24](-[c:27]2[cH:28][cH:29][n:30][cH:31][cH:32]2)[n:25][cH:26]1>>[c:2]1(-[n:22]2[n:23][c:24](-[c:27]3[cH:28][cH:29][n:30][cH:31][cH:32]3)[n:25][cH:26]2)[n:3][c:4](-[c:12]2[cH:13][cH:14][c:15]([C:18]([F:19])([F:20])[F:21])[cH:16][cH:17]2)[cH:5][c:6]([C:8]([F:9])([F:10])[F:11])[n:7]1. The reactants are C=CCOCc1ccc(C(=NN)c2ccccc2)cc1, CCO, O=[Hg], [K+], [Na+], [Na+], O=S(=O)([O-])[O-], [OH-]. Yields the product C=CCOCc1ccc(C(=[N+]=[N-])c2ccccc2)cc1. Reaction SMILES: [CH2:10]([CH:11]=[CH2:12])[O:13][CH2:14][c:15]1[cH:16][cH:17][c:18]([C:21]([c:22]2[cH:23][cH:24][cH:25][cH:26][cH:27]2)=[N:28][NH2:29])[cH:19][cH:20]1.[CH3:30][CH2:31][OH:32].[Hg:33]=[O:34].[K+:9].[Na+:1].[Na+:2].[O-:3][S:4](=[O:5])(=[O:6])[O-:7].[OH-:8]>>[CH2:10]([CH:11]=[CH2:12])[O:13][CH2:14][c:15]1[cH:16][cH:17][c:18]([C:21]([c:22]2[cH:23][cH:24][cH:25][cH:26][cH:27]2)=[N+:28]=[N-:29])[cH:19][cH:20]1.